Dataset: the Open Reaction Database (ORD), a public repository of structured organic reaction records. Task: describe an organic reaction: reactants, conditions, products, and yield Starting materials: ClC(Cl)Cl, COc1cc(-c2cc(CO)ccn2)cc(OC)c1OC, O=S(Cl)Cl. Yields the product COc1cc(-c2cc(CCl)ccn2)cc(OC)c1OC. RXN SMILES: [CH:25]([Cl:26])([Cl:27])[Cl:28].[OH:1][CH2:2][c:3]1[cH:4][c:5](-[c:9]2[cH:10][c:11]([O:19][CH3:20])[c:12]([O:17][CH3:18])[c:13]([O:15][CH3:16])[cH:14]2)[n:6][cH:7][cH:8]1.[S:21]([Cl:22])([Cl:23])=[O:24]>>[CH2:2]([c:3]1[cH:4][c:5](-[c:9]2[cH:10][c:11]([O:19][CH3:20])[c:12]([O:17][CH3:18])[c:13]([O:15][CH3:16])[cH:14]2)[n:6][cH:7][cH:8]1)[Cl:23].